This data is from the Open Reaction Database (ORD), a public repository of structured organic reaction records. The task is: describe an organic reaction: reactants, conditions, products, and yield Product: N1=CC=C(C=C1)N1CCN(CC1)S(=O)(=O)N (4-pyridin-4-ylpiperazine-1-sulfonamide). Run in O1CCOCC1 (dioxane), O1CCOCC1 (dioxane). The reactants are N1=CC=C(C=C1)N1CCNCC1 (1-pyridin-4-ylpiperazine), S(=O)(=O)(N)N (sulfamide). RXN SMILES: [N:1]1[CH:6]=[CH:5][C:4]([N:7]2[CH2:12][CH2:11][NH:10][CH2:9][CH2:8]2)=[CH:3][CH:2]=1.[S:13](N)([NH2:16])(=[O:15])=[O:14]>O1CCOCC1>[N:1]1[CH:6]=[CH:5][C:4]([N:7]2[CH2:8][CH2:9][N:10]([S:13]([NH2:16])(=[O:15])=[O:14])[CH2:11][CH2:12]2)=[CH:3][CH:2]=1. Procedure details: To a solution of 1-pyridin-4-ylpiperazine (1.23 g) in dioxane (10 ml) was added sulfamide (0.746 g) and the reaction mixture was then heated at reflux in dioxane for 72 h. The reaction mixture was purified by loading onto SCX and eluting with (200 ml) MeOH/NH3. The eluent was then reduced in vacuo to yield 4-pyridin-4-ylpiperazine-1-sulfonamide as a white solid. A mixture of 4-pyridin-4-ylpiperazine-1-sulfonamide (0.260 g), tris(dibenzylideneacetone)dipalladium (0) (50 mg), 2-dicyclohexylphosphi...